This data is from the Open Reaction Database (ORD), a public repository of structured organic reaction records. The task is: describe an organic reaction: reactants, conditions, products, and yield The reactants are Cc1c(Br)c2c(c(C)c1NC(=O)CC(C)(C)C)C(c1ccc(C(C)C)cc1)CO2, CCOC(C)=O, CCCCCC, ClC(Cl)Cl. Product: COc1c(C)c(NC(=O)CC(C)(C)C)c(C)c2c1OCC2c1ccc(C(C)C)cc1. As a reaction SMILES: [Br:1][c:2]1[c:3]([CH3:29])[c:4]([NH:21][C:22]([CH2:23][C:24]([CH3:25])([CH3:26])[CH3:27])=[O:28])[c:5]([CH3:20])[c:6]2[c:10]1[O:9][CH2:8][CH:7]2[c:11]1[cH:12][cH:13][c:14]([CH:17]([CH3:18])[CH3:19])[cH:15][cH:16]1.[C:36]([O:37][CH2:39][CH3:40])(=[O:38])[CH3:41].[CH3:30][CH2:31][CH2:32][CH2:33][CH2:34][CH3:35].[CH:42]([Cl:43])([Cl:44])[Cl:45]>>[c:2]1([O:38][CH3:36])[c:3]([CH3:29])[c:4]([NH:21][C:22]([CH2:23][C:24]([CH3:25])([CH3:26])[CH3:27])=[O:28])[c:5]([CH3:20])[c:6]2[c:10]1[O:9][CH2:8][CH:7]2[c:11]1[cH:12][cH:13][c:14]([CH:17]([CH3:18])[CH3:19])[cH:15][cH:16]1. Reactants: [OH-].[Na+] (sodium hydroxide), [H-].C(C)O[Al](OCC)OCC.[Li+] (lithium triethoxyaluminum hydride), ClC1=CC(=C(C=C1)C1(CCN(CC1)C)C#N)F (4-(4'-chloro-2-fluorophenyl)-4-cyano-1-methylpiperidine), [Li] (lithium). Solvent: O (water), O (water), C(OC)COC (glyme), C(OC)COC (glyme), C(C)O (ethyl alcohol). Yields the product ClC1=CC=C2C(=C1)NCC21CCN(CC1)C (6-chloro-1'-methylspiro[indoline-3,4'-piperidine]). RXN SMILES: [H-].C(O[Al](OCC)OCC)C.[Li+].[Li].[Cl:14][C:15]1[CH:20]=[CH:19][C:18]([C:21]2([C:28]#[N:29])[CH2:26][CH2:25][N:24]([CH3:27])[CH2:23][CH2:22]2)=[C:17](F)[CH:16]=1.[OH-].[Na+]>C(COC)OC.O.C(O)C>[Cl:14][C:15]1[CH:20]=[C:19]2[NH:29][CH2:28][C:21]3([CH2:26][CH2:25][N:24]([CH3:27])[CH2:23][CH2:22]3)[C:18]2=[CH:17][CH:16]=1 |f:0.1.2,5.6,^1:12|. Procedure details: To a refluxing suspension of lithium triethoxyaluminum hydride (prepared by dropping 12 ml of absolute ethyl alcohol carefully into a cooled slurry of 4.9 g of lithium aluminumhydride in 150 ml of glyme) is added over a 30 minute span a mixture of 8.1 g of 4-(4'-chloro-2-fluorophenyl)-4-cyano-1-methylpiperidine in 80 ml of glyme. After total addition, stirring is continued at reflux for 72 hours. Thereafter, the mixture is permitted to cool before successively adding 5 ml of water, 5 ml of a 15%... Reactants: ClC1=CC=C(C=C1)C(O)(C=1N(C=NC1)C)C=1C=C2C(=CC(=NC2=CC1)OC)C=1SC(=CC1)Cl ((4-chloro-phenyl)-[2-methoxy-4-(5-chloro-thiophen-2-yl)-quinolin-6-yl]-(3-methyl-3H-imidazol-4-yl)-methanol), ClC1=CC=C(C=C1)C(O)(C=1N(C=NC1)C)C=1C=C2C(=CC(=NC2=CC1)OC)C=1SC(=CC1)C ((4-chloro-phenyl)-[2-methoxy-4-(5-methyl-thiophen-2-yl)-quinolin-6-yl]-(3-methyl-3H-imidazol-4-yl)-methanol). Yields the product ClC1=CC=C(C=C1)C(C=1C=C2C(=CC(NC2=CC1)=O)C=1SC(=CC1)Cl)(C=1N(C=NC1)C)O (6-[(4-Chloro-phenyl)-hydroxy-(3-methyl-3H-imidazol-4-yl)-methyl]-4-(5-chloro-thiophen-2-yl)-1H-quinolin-2-one). Yield: 94.4%. RXN SMILES: [Cl:1][C:2]1[CH:7]=[CH:6][C:5]([C:8]([C:16]2[CH:17]=[C:18]3[C:23](=[CH:24][CH:25]=2)[N:22]=[C:21]([O:26]C)[CH:20]=[C:19]3[C:28]2[S:29][C:30]([Cl:33])=[CH:31][CH:32]=2)([C:10]2[N:11]([CH3:15])[CH:12]=[N:13][CH:14]=2)[OH:9])=[CH:4][CH:3]=1.ClC1C=CC(C(C2C=C3C(=CC=2)N=C(OC)C=C3C2SC(C)=CC=2)(C2N(C)C=NC=2)O)=CC=1>>[Cl:1][C:2]1[CH:7]=[CH:6][C:5]([C:8]([OH:9])([C:10]2[N:11]([CH3:15])[CH:12]=[N:13][CH:14]=2)[C:16]2[CH:17]=[C:18]3[C:23](=[CH:24][CH:25]=2)[NH:22][C:21](=[O:26])[CH:20]=[C:19]3[C:28]2[S:29][C:30]([Cl:33])=[CH:31][CH:32]=2)=[CH:4][CH:3]=1. Procedure details: The same procedure was used as that in example 2, except that (4-chloro-phenyl)-[2-methoxy-4-(5-chloro-thiophen-2-yl)-quinolin-6-yl]-(3-methyl-3H-imidazol-4-yl)-methanol (0.194 g, 0.391 mmol) was used in the place (4-chloro-phenyl)-[2-methoxy-4-(5-methyl-thiophen-2-yl)-quinolin-6-yl]-(3-methyl-3H-imidazol-4-yl)-methanol, to give title compound as a white solid (0.178 g, 0.369 mmol, 94% yield).